Task: describe an organic reaction: reactants, conditions, products, and yield. Dataset: the Open Reaction Database (ORD), a public repository of structured organic reaction records Reactants: CS(=O)(=O)Cl, Cc1ccccc1C(=O)Nc1ccc(C(=O)N2CCCC(OCCO)c3cc(Cl)ccc32)cn1, O, c1ccncc1. Yields the product Cc1ccccc1C(=O)Nc1ccc(C(=O)N2CCCC(OCCOS(C)(=O)=O)c3cc(Cl)ccc32)cn1. As a reaction SMILES: [CH3:35][S:36]([Cl:37])(=[O:38])=[O:39].[Cl:1][c:2]1[cH:3][cH:4][c:5]2[c:6]([cH:34]1)[CH:7]([O:30][CH2:31][CH2:32][OH:33])[CH2:8][CH2:9][CH2:10][N:11]2[C:12]([c:13]1[cH:14][n:15][c:16]([NH:19][C:20]([c:21]2[c:22]([CH3:27])[cH:23][cH:24][cH:25][cH:26]2)=[O:28])[cH:17][cH:18]1)=[O:29].[OH2:40].[cH:41]1[cH:42][cH:43][n:44][cH:45][cH:46]1>>[Cl:1][c:2]1[cH:3][cH:4][c:5]2[c:6]([cH:34]1)[CH:7]([O:30][CH2:31][CH2:32][O:33][S:36]([CH3:35])(=[O:38])=[O:39])[CH2:8][CH2:9][CH2:10][N:11]2[C:12]([c:13]1[cH:14][n:15][c:16]([NH:19][C:20]([c:21]2[c:22]([CH3:27])[cH:23][cH:24][cH:25][cH:26]2)=[O:28])[cH:17][cH:18]1)=[O:29].